From a dataset of the Open Reaction Database (ORD), a public repository of structured organic reaction records. describe an organic reaction: reactants, conditions, products, and yield Starting materials: Cl, CC12CCC3C(CC(=O)C4CC(SCCCCNC(=O)C(F)(F)F)CCC43C)C1CCC2=O, NO. Yields the product CC12CCC3C(CC(=NO)C4CC(SCCCCNC(=O)C(F)(F)F)CCC43C)C1CCC2=O. Reaction SMILES: [ClH:34].[F:1][C:2]([C:3](=[O:4])[NH:5][CH2:6][CH2:7][CH2:8][CH2:9][S:10][CH:11]1[CH2:12][CH:13]2[C:14](=[O:31])[CH2:15][CH:16]3[CH:17]4[CH2:18][CH2:19][C:20](=[O:30])[C:21]4([CH3:22])[CH2:23][CH2:24][CH:25]3[C:26]2([CH3:29])[CH2:27][CH2:28]1)([F:32])[F:33].[NH2:35][OH:36]>>[F:1][C:2]([C:3](=[O:4])[NH:5][CH2:6][CH2:7][CH2:8][CH2:9][S:10][CH:11]1[CH2:12][CH:13]2[C:14](=[N:35][OH:36])[CH2:15][CH:16]3[CH:17]4[CH2:18][CH2:19][C:20](=[O:30])[C:21]4([CH3:22])[CH2:23][CH2:24][CH:25]3[C:26]2([CH3:29])[CH2:27][CH2:28]1)([F:32])[F:33]. The reactants are ClC1=NNC2=C(C=C(C=C12)Cl)[C@@H](C)OCC1(CCN(CC1)C(=O)OC(C)(C)C)C1=CC=C(C=C1)F ((R)-tert-Butyl 4-((1-(3,5-dichloro-1H-indazol-7-yl)ethoxy)methyl)-4-(4-fluorophenyl)piperidine-1-carboxylate). Run in FC(C(=O)O)(F)F (trifluoroacetic acid). Run at time 30 minute. Product: ClC1=NNC2=C(C=C(C=C12)Cl)[C@@H](C)OCC1(CCNCC1)C1=CC=C(C=C1)F ((R)-3,5-Dichloro-7-(1-((4-(4-fluorophenyl)piperidin-4-yl)methoxy)ethyl)-1H-indazole). Reaction SMILES: [Cl:1][C:2]1[C:10]2[C:5](=[C:6]([C@H:12]([O:14][CH2:15][C:16]3([C:29]4[CH:34]=[CH:33][C:32]([F:35])=[CH:31][CH:30]=4)[CH2:21][CH2:20][N:19](C(OC(C)(C)C)=O)[CH2:18][CH2:17]3)[CH3:13])[CH:7]=[C:8]([Cl:11])[CH:9]=2)[NH:4][N:3]=1>FC(F)(F)C(O)=O>[Cl:1][C:2]1[C:10]2[C:5](=[C:6]([C@H:12]([O:14][CH2:15][C:16]3([C:29]4[CH:30]=[CH:31][C:32]([F:35])=[CH:33][CH:34]=4)[CH2:21][CH2:20][NH:19][CH2:18][CH2:17]3)[CH3:13])[CH:7]=[C:8]([Cl:11])[CH:9]=2)[NH:4][N:3]=1. Procedure details: (R)-tert-Butyl 4-((1-(3,5-dichloro-1H-indazol-7-yl)ethoxy)methyl)-4-(4-fluorophenyl)piperidine-1-carboxylate (4.6 g, 8.80 mmol) was dissolved in trifluoroacetic acid (20% in dichloromethane, 40 mL) and stirred at room temperature for 30 min. The reaction was concentrated and loaded onto a 20 g phenomenex strata giga tube strong cation exchange cartridge. After flushing the cartridge with several volumes of methanol (which were discarded), the product was eluted with 2M ammonia in methanol to giv... Starting materials: [N+](=O)([O-])C1=C(C=CC=C1)OC([C@H](NC(=O)OC(C)(C)C)CCCNC(=O)OCC1=CC=CC=C1)=O (Nα -Boc-Nδ -Cbz-(R)-ornithine o-nitrophenyl ester), OC1=CC=C([C@@H](C)N)C=C1 ((R)-4-hydroxy-α-methylbenzylamine), crude material. Solvent: C(Cl)Cl (CH2Cl2), CCOC(=O)C (EtOAc). Run at time 4 hour. The product is C(=O)(OC(C)(C)C)N[C@H](CCCNC(=O)OCC1=CC=CC=C1)C(=O)N[C@H](C)C1=CC=C(C=C1)O ((R)-N2 -(Boc)-N5 -(Cbz)-(R)-N-[1-(4-hydroxyphenyl)ethyl]ornithine amide). RXN SMILES: [N+](C1C=CC=CC=1O[C:11](=[O:35])[C@@H:12]([CH2:21][CH2:22][CH2:23][NH:24][C:25]([O:27][CH2:28][C:29]1[CH:34]=[CH:33][CH:32]=[CH:31][CH:30]=1)=[O:26])[NH:13][C:14]([O:16][C:17]([CH3:20])([CH3:19])[CH3:18])=[O:15])([O-])=O.[OH:36][C:37]1[CH:45]=[CH:44][C:40]([C@H:41]([NH2:43])[CH3:42])=[CH:39][CH:38]=1>C(Cl)Cl.CCOC(C)=O>[C:14]([NH:13][C@@H:12]([C:11]([NH:43][C@@H:41]([C:40]1[CH:44]=[CH:45][C:37]([OH:36])=[CH:38][CH:39]=1)[CH3:42])=[O:35])[CH2:21][CH2:22][CH2:23][NH:24][C:25]([O:27][CH2:28][C:29]1[CH:30]=[CH:31][CH:32]=[CH:33][CH:34]=1)=[O:26])([O:16][C:17]([CH3:18])([CH3:19])[CH3:20])=[O:15]. Reported procedure: Nα -Boc-Nδ -Cbz-(R)-ornithine o-nitrophenyl ester (33 g; 66.8 mmol; from step (a) above) and (R)-4-hydroxy-α-methylbenzylamine (9.3 g; 68.2 mmol) were combined in CH2Cl2 (600 mL). The resulting yellow solution was stirred at room temperature for 4 hours. When the coupling was complete, as determined by TLC, the solution was concentrated under vacuum to give the crude product. The crude material was dissolved in EtOAc, washed with 0.5N NaOH (2×300 mL), saturated KHSO4 (2×300 mL), brine (2×300 mL)... Starting materials: [C-]#N.[Na+] (Sodium cyanide), NC1=CC(=C(C(=O)NC)C=C1)F (4-amino-2-fluoro-N-methylbenzamide), C1(CCC1)=O (cyclobutanone), [OH-].[Na+] (NaOH). The solvent is CC(=O)O (AcOH), CCO (EtOH), O (water). Conditions: temperature 80 celsius. Yields the product C(#N)C1(CCC1)NC1=CC(=C(C(=O)NC)C=C1)F (4-((1-cyanocyclobutyl)amino)-2-fluoro-N-methylbenzamide). Isolated yield 88.2%. As a reaction SMILES: [C-:1]#[N:2].[Na+].[NH2:4][C:5]1[CH:14]=[CH:13][C:8]([C:9]([NH:11][CH3:12])=[O:10])=[C:7]([F:15])[CH:6]=1.[C:16]1(=O)[CH2:19][CH2:18][CH2:17]1.[OH-].[Na+]>CC(O)=O.CCO.O>[C:1]([C:16]1([NH:4][C:5]2[CH:14]=[CH:13][C:8]([C:9]([NH:11][CH3:12])=[O:10])=[C:7]([F:15])[CH:6]=2)[CH2:19][CH2:18][CH2:17]1)#[N:2] |f:0.1,4.5|. Procedure: Sodium cyanide (5.8 g, 119 mmol) was added to a mixture of 4-amino-2-fluoro-N-methylbenzamide (5 g, 29.8 mmol) and cyclobutanone (4.4 mL, 59.5 mmol) in AcOH (90%, 25 mL) and EtOH (25 mL) hooked up to a NaOH scrubber and the resulting mixture was heated to 80° C. overnight. The mixture was cooled to room temperature and poured in water. The yellow precipitate was filtered, washed with water, and dried to afford 6.5 g of 4-((1-cyanocyclobutyl)amino)-2-fluoro-N-methylbenzamide as a pale yellow soli... Reactants: CCOC(=O)c1c(O)c2cc(Br)ccc2c(=O)n1CC1CC1, CCCCO, CCCCP(CCCC)CCCC, O=C(N=NC(=O)N1CCCCC1)N1CCCCC1, C1CCOC1. Yields the product CCCCOc1c(C(=O)OCC)n(CC2CC2)c(=O)c2ccc(Br)cc12. As a reaction SMILES: [Br:1][c:2]1[cH:3][c:4]2[c:5]([OH:22])[c:6]([C:17](=[O:18])[O:19][CH2:20][CH3:21])[n:7]([CH2:13][CH:14]3[CH2:15][CH2:16]3)[c:8](=[O:12])[c:9]2[cH:10][cH:11]1.[CH2:23]([CH2:24][CH2:25][CH3:26])[OH:27].[CH2:28]([P:29]([CH2:30][CH2:31][CH2:32][CH3:33])[CH2:34][CH2:35][CH2:36][CH3:37])[CH2:38][CH2:39][CH3:40].[N:41]([C:42]([N:43]1[CH2:44][CH2:45][CH2:46][CH2:47][CH2:48]1)=[O:49])=[N:50][C:51]([N:52]1[CH2:53][CH2:54][CH2:55][CH2:56][CH2:57]1)=[O:58].[O:59]1[CH2:60][CH2:61][CH2:62][CH2:63]1>>[Br:1][c:2]1[cH:3][c:4]2[c:5]([O:22][CH2:23][CH2:24][CH2:25][CH3:26])[c:6]([C:17](=[O:18])[O:19][CH2:20][CH3:21])[n:7]([CH2:13][CH:14]3[CH2:15][CH2:16]3)[c:8](=[O:12])[c:9]2[cH:10][cH:11]1. Starting materials: ClC=1C=C(C2=C(NC(O2)=O)C1)Cl (5,7-dichlorobenzoxazolin-2-one), ClC1=CC2=C(NC(O2)=O)C=C1 (6-Chlorobenzoxazolin-2-one). The solvent is C1(=CC=CC=C1)C (toluene). Product: ClC=1OC2=C(N1)C=C(C=C2Cl)Cl (2,5,7-Trichlorobenzoxazole), ligroin. Isolated yield 68.0%. As a reaction SMILES: [Cl:1][C:2]1[CH:3]=[C:4]([Cl:12])[C:5]2[O:9][C:8](=O)[NH:7][C:6]=2[CH:11]=1.[Cl:13]C1C=CC2NC(=O)OC=2C=1>C1(C)C=CC=CC=1>[Cl:13][C:8]1[O:9][C:5]2[C:4]([Cl:12])=[CH:3][C:2]([Cl:1])=[CH:11][C:6]=2[N:7]=1. Reported procedure: In analogy to Example 1, 204 g of 5,7-dichlorobenzoxazolin-2-one, in place of 6-Chlorobenzoxazolin-2-one, are reacted. 2,5,7-Trichlorobenzoxazole of melting point 140° -142° C. is obtained in a yield of 68% of theory by recrystallisation, from toluene or ligroin, of the residue remaining after distilling out the o-dichlorobenzene. Starting materials: ClC1=CC=C(C=C1)C(F)(F)F (4-chlorobenzotrifluoride), O.NN (hydrazine hydrate). The solvent is N1=CC=CC=C1 (pyridine). Run at temperature 180 celsius. Product: FC(C1=CC=C(C=C1)NN)(F)F (4-Trifluoromethylphenylhydrazine). Isolated yield 20.0%. Reaction SMILES: Cl[C:2]1[CH:7]=[CH:6][C:5]([C:8]([F:11])([F:10])[F:9])=[CH:4][CH:3]=1.O.[NH2:13][NH2:14]>N1C=CC=CC=1>[F:9][C:8]([F:11])([F:10])[C:5]1[CH:6]=[CH:7][C:2]([NH:13][NH2:14])=[CH:3][CH:4]=1 |f:1.2|. Procedure details: A mixture of 4-chlorobenzotrifluoride (1.08 g), hydrazine hydrate (1.8 g, 6 molar equivalents) and pyridine (5 ml) was heated in an autoclave (purged with argon) for 6 hours at 180° C. The mixture was cooled, the excess hydrazine decanted and the organic phase evaporated in vacuo. The residue was crystallised from petroleum ether to give the title compound in 20% yield. It was shown that 20% of the starting material had been consumed, thus indicating that the reaction had occurred with high sele... Reactants: S(=O)=O (Sulfur dioxide), FC1=CC(=C(C=C1)N)OCCC1=CC=CC2=CC=CC=C12 (4-fluoro-2-(2-naphthalen-1-yl-ethoxy)-phenylamine), B(F)(F)F.CCOCC (boron trifluoride diethyl etherate), diazo-salt, N(=O)OC(C)(C)C (Tert-Butyl nitrite), [Li+].[Cl-] (LiCl). Reagents/catalysts: [Cu]Cl (copper (I) chloride). Run in CCOC(=O)C (EtOAc), C(Cl)Cl (CH2Cl2), CCCCC (pentane), C(C)(=O)O (acetic acid), O1CCOCC1 (dioxane). Conditions: temperature -10 celsius, time 30 minute. The product is FC1=CC(=C(C=C1)S(=O)(=O)Cl)OCCC1=CC=CC2=CC=CC=C12 (4-fluoro-2-(2-naphthalen-1-yl-ethoxy)-benzenesulfonyl chloride), foam. The yield is 98.0%. Reaction SMILES: [F:1][C:2]1[CH:7]=[CH:6][C:5](N)=[C:4]([O:9][CH2:10][CH2:11][C:12]2[C:21]3[C:16](=[CH:17][CH:18]=[CH:19][CH:20]=3)[CH:15]=[CH:14][CH:13]=2)[CH:3]=1.B(F)(F)F.CCOCC.N(OC(C)(C)C)=O.[Li+].[Cl-:39].[S:40](=[O:42])=[O:41]>[Cu]Cl.CCOC(C)=O.C(O)(=O)C.O1CCOCC1.CCCCC.C(Cl)Cl>[F:1][C:2]1[CH:7]=[CH:6][C:5]([S:40]([Cl:39])(=[O:42])=[O:41])=[C:4]([O:9][CH2:10][CH2:11][C:12]2[C:21]3[C:16](=[CH:17][CH:18]=[CH:19][CH:20]=3)[CH:15]=[CH:14][CH:13]=2)[CH:3]=1 |f:1.2,4.5|. Reported procedure: To a −10° C. (acetone/ice/sodium chloride) CH2Cl2 solution of 4-fluoro-2-(2-naphthalen-1-yl-ethoxy)-phenylamine (15.0 g, 53.30 mmol) was added boron trifluoride diethyl etherate (19.7 mL, 160.0 mmol) dropwise. Tert-Butyl nitrite (8.30 mL, 69.3 mmol) was then slowly added dropwise. The reaction mixture was allowed to stirred at −10° C. for 30 min. Chilled pentane (150 mL) was then added to precipitate the diazo-salt from CH2Cl2. The diazo-salt was then dissolved in dioxane:acetonitrile (3:1, 150 ...